This data is from the Open Reaction Database (ORD), a public repository of structured organic reaction records. The task is: describe an organic reaction: reactants, conditions, products, and yield The reactants are C(C)(=O)OC=1C=2N(C=CC1)C(=C(N2)C)Br (8 -acetoxy-3-bromo-2-methylimidazo[1,2-a]pyridine), [OH-].[Na+] (sodium hydroxide), Cl (hydrochloric acid). Run in CO (methanol). Run at time 30 minute. Yields the product BrC1=C(N=C2N1C=CC=C2O)C (3-bromo-8-hydroxy-2-methylimidazo[1,2-a]pyridine). Yield: 75.6%. RXN SMILES: C([O:4][C:5]1[C:6]2[N:7]([C:11]([Br:15])=[C:12]([CH3:14])[N:13]=2)[CH:8]=[CH:9][CH:10]=1)(=O)C.[OH-].[Na+].Cl>CO>[Br:15][C:11]1[N:7]2[CH:8]=[CH:9][CH:10]=[C:5]([OH:4])[C:6]2=[N:13][C:12]=1[CH3:14] |f:1.2|. Reported procedure: To a solution of 8 -acetoxy-3-bromo-2-methylimidazo[1,2-a]pyridine (235 mg) in methanol (2.5 ml) was added 1N sodium hydroxide solution (2.0 ml) under ice-cooling, and the mixture was stirred for 30 minutes at the same temperature. The mixture was neutralized with 1N hydrochloric acid, and the resulting precipitates were collected by filtration and washed with water to give 3-bromo-8-hydroxy-2-methylimidazo[1,2-a]pyridine (150 mg) as brown powder.